The task is: describe an organic reaction: reactants, conditions, products, and yield. This data is from the Open Reaction Database (ORD), a public repository of structured organic reaction records. Reactants: O1C(C(=O)O)C1C(=O)O.C[K] (mono methyl potassium epoxysuccinate), C(C(=O)Cl)(=O)Cl (oxalyl chloride), C(C)N (monoethylamine). Yields the product C(C)NC(C1C(C(=O)OC)O1)=O (methyl N-ethyl-2,3-epoxysuccinamate). The yield is 70.4%. Reaction SMILES: [O:1]1[CH:6]([C:7]([OH:9])=[O:8])[CH:2]1[C:3]([OH:5])=O.C[K].[C:12](Cl)(=O)C(Cl)=O.[CH2:18]([NH2:20])[CH3:19]>>[CH2:18]([NH:20][C:3](=[O:5])[CH:2]1[O:1][CH:6]1[C:7]([O:9][CH3:12])=[O:8])[CH3:19] |f:0.1|. Procedure details: Following the procedure of Example 34, mono methyl potassium epoxysuccinate (1.84 g) was successively treated with oxalyl chloride (0.75 g) and monoethylamine (0.9 g) to give 0.72 g of methyl N-ethyl-2,3-epoxysuccinamate (Compound No. 54) as colorless oil. Reactants: O=C1NC2=C(CCC1)C=CC=C2 (2,3,4,5-tetrahydro-2-oxo-1H-1-benzazepine), CN(C)C=O (DMF), [H-].[Na+] (sodium hydride), CCOP(=O)(OCC)Cl (chlordiethylphosphate), C(C)C1=NC(N(O1)C)[N+]#[C-] (5-ethyl-3-isocyano-methyl-1,2,4-oxadiazol), K-t-butylate, CN(C)C=O (DMF). Run in C(C)(=O)O (acetic acid). Run at temperature -20 celsius. Product: C(C)C1=NC(=NO1)C=1N=CN2C1CCCC1=C2C=CC=C1 (3-(5-ethyl-1,2,4-oxadiazole-3-yl)-5,6-dihydro-4H-imidazo (1,5-a)(1)benzazepine). RXN SMILES: O=[C:2]1[CH2:8][CH2:7][CH2:6][C:5]2[CH:9]=[CH:10][CH:11]=[CH:12][C:4]=2[NH:3]1.[H-].[Na+].CCOP(Cl)(OCC)=O.[CH2:24]([C:26]1[O:30][N:29](C)[CH:28]([N+]#[C-])[N:27]=1)[CH3:25].[CH3:34][N:35](C=O)[CH3:36]>C(O)(=O)C>[CH2:24]([C:26]1[O:30][N:29]=[C:28]([C:34]2[N:35]=[CH:36][N:3]3[C:4]4[CH:12]=[CH:11][CH:10]=[CH:9][C:5]=4[CH2:6][CH2:7][CH2:8][C:2]=23)[N:27]=1)[CH3:25] |f:1.2|. Procedure details: 2,3,4,5-tetrahydro-2-oxo-1H-1-benzazepine (10 mmol) was dissolved in dry DMF (15 ml) and charged with sodium hydride (13 mmol. The resulting solution was cooled under N2 to -20° C., whereafter chlordiethylphosphate (13 mmol) was added. The reaction mixture was kept under N2 with stirring at -20° C. and was charged with a -30° C. cold solution of 5-ethyl-3-isocyano-methyl-1,2,4-oxadiazol (13 mmol) and K-t-butylate (13 mmol) in dry DMF (10 ml). The resulting reaction mixture was allowed to heat to... Product: FC1=CC=C(C2=CC=CC=C12)C1=C(N=CN1C)C1=NC=CC(=C1)C#N (2-[5-(4-fluoronaphthalen-1-yl)-1-methylimidazol-4-yl]pyridine-4-carbonitrile). Procedure details: The title compound was prepared from 2-(5-bromo-1-methyl-1H-imidazol-4-yl)pyridine-4-carbonitrile (PREPARATION 2) and 4-fluoronaphthalene-1-boronic acid according to the procedure for the preparation of Example 3, part A. [M+H] Calc'd for C20H13FN4, 329. Found, 329. Starting materials: BrC1=C(N=CN1C)C1=NC=CC(=C1)C#N (2-(5-bromo-1-methyl-1H-imidazol-4-yl)pyridine-4-carbonitrile), FC1=CC=C(C2=CC=CC=C12)B(O)O (4-fluoronaphthalene-1-boronic acid). As a reaction SMILES: Br[C:2]1[N:6]([CH3:7])[CH:5]=[N:4][C:3]=1[C:8]1[CH:13]=[C:12]([C:14]#[N:15])[CH:11]=[CH:10][N:9]=1.[F:16][C:17]1[C:26]2[C:21](=[CH:22][CH:23]=[CH:24][CH:25]=2)[C:20](B(O)O)=[CH:19][CH:18]=1>>[F:16][C:17]1[C:26]2[C:21](=[CH:22][CH:23]=[CH:24][CH:25]=2)[C:20]([C:2]2[N:6]([CH3:7])[CH:5]=[N:4][C:3]=2[C:8]2[CH:13]=[C:12]([C:14]#[N:15])[CH:11]=[CH:10][N:9]=2)=[CH:19][CH:18]=1. The reactants are C(CCC)C=1NC2=C(N1)C=CC=C2 (2-butylbenzimidazole), [H-].[Na+] (NaH), CN(C)C=O (DMF), C(C1=CC=CC=C1)OC1=CC=C(CCl)C=C1 (4-benzyloxybenzyl chloride). Reaction conditions: time 25 minute. Product: C(C1=CC=CC=C1)OC1=CC=C(C=C1)N1C(=NC2=C1C=CC=C2C)CCCC (1-(4-benzyloxyphenyl)-methyl-2-butylbenzimidazole). Isolated yield 96.0%. Reaction SMILES: [CH2:1]([C:5]1[NH:6][C:7]2[CH:13]=[CH:12][CH:11]=[CH:10][C:8]=2[N:9]=1)[CH2:2][CH2:3][CH3:4].[H-].[Na+].[CH2:16]([O:23][C:24]1[CH:31]=[CH:30][C:27](CCl)=[CH:26][CH:25]=1)[C:17]1[CH:22]=[CH:21][CH:20]=[CH:19][CH:18]=1.[CH3:32]N(C=O)C>>[CH2:16]([O:23][C:24]1[CH:31]=[CH:30][C:27]([N:9]2[C:8]3[CH:10]=[CH:11][CH:12]=[C:13]([CH3:32])[C:7]=3[N:6]=[C:5]2[CH2:1][CH2:2][CH2:3][CH3:4])=[CH:26][CH:25]=1)[C:17]1[CH:22]=[CH:21][CH:20]=[CH:19][CH:18]=1 |f:1.2|. Procedure: A suspension of 1.50 g (8.62 mmol) of 2-butylbenzimidazole (described in European Patent Application #400,835, May 12, 1990) and NaH (272 mg, 1.05 eq) in DMF (20 mL) was stirred 25 minutes. Next, 4-benzyloxybenzyl chloride (2.10 g, 1.05 eq) was added to the reaction mixture. After stirring overnight, the reaction mixture was concentrated in vacuo and the residue was chromatographed on a medium pressure liquid chromatograph eluted with 30% ethyl acetate/hexane to yield 3.08 g (96%) of the title c... The reactants are ClCCl, Nc1cc(Cl)ccc1S, CC(C)(C)OC(=O)Nc1nnc(CO)[nH]1, c1ccc(P(c2ccccc2)c2ccccc2)cc1. The product is CC(C)(C)OC(=O)Nc1nnc(CSc2ccc(Cl)cc2N)[nH]1. As a reaction SMILES: [Cl:44][CH2:45][Cl:46].[NH2:16][c:17]1[c:18]([SH:24])[cH:19][cH:20][c:21]([Cl:23])[cH:22]1.[OH:1][CH2:2][c:3]1[nH:4][c:5]([NH:8][C:9]([O:10][C:11]([CH3:12])([CH3:13])[CH3:14])=[O:15])[n:6][n:7]1.[c:25]1([P:26]([c:27]2[cH:28][cH:29][cH:30][cH:31][cH:32]2)[c:33]2[cH:34][cH:35][cH:36][cH:37][cH:38]2)[cH:39][cH:40][cH:41][cH:42][cH:43]1>>[CH2:2]([c:3]1[nH:4][c:5]([NH:8][C:9]([O:10][C:11]([CH3:12])([CH3:13])[CH3:14])=[O:15])[n:6][n:7]1)[S:24][c:18]1[c:17]([NH2:16])[cH:22][c:21]([Cl:23])[cH:20][cH:19]1. Reactants: BrC1=CC(=C(C=C1)N)F (4-bromo-2-fluorophenylamine), C[Si](C)(C)[N-][Si](C)(C)C.[Li+] (lithium bis(trimethylsilyl)amide), COC(=O)C1=CNC(C=C1)=O (6-oxo-1,6-dihydropyridine-3-carboxylic acid methyl ester), COC(=O)C1=C(N(C(C=C1)=O)C)NC1=C(C=C(C=C1)Br)F (2-(4-bromo-2-fluorophenylamino)-1-methyl-6-Oxo-1,6-dihydropyridine-3-carboxylic acid methyl ester). The solvent is C1CCOC1 (THF), C1CCOC1 (THF). Conditions: temperature -78 celsius, time 1 hour. Yields the product BrC1=CC(=C(C=C1)NC=1N(C(C=CC1C(=O)O)=O)C)F (2-(4-Bromo-2-fluorophenylamino)-1-methyl-6-oxo-1,6-dihydropyridine-3-carboxylic acid). Isolated yield 65.0%. As a reaction SMILES: C[O:2][C:3]([C:5]1[CH:10]=[CH:9][C:8](=[O:11])[N:7]([CH3:12])[C:6]=1[NH:13][C:14]1[CH:19]=[CH:18][C:17]([Br:20])=[CH:16][C:15]=1[F:21])=[O:4].BrC1C=CC(N)=C(F)C=1.C[Si]([N-][Si](C)(C)C)(C)C.[Li+].COC(C1C=CC(=O)NC=1)=O>C1COCC1>[Br:20][C:17]1[CH:18]=[CH:19][C:14]([NH:13][C:6]2[N:7]([CH3:12])[C:8](=[O:11])[CH:9]=[CH:10][C:5]=2[C:3]([OH:4])=[O:2])=[C:15]([F:21])[CH:16]=1 |f:2.3|. Reported procedure: Preparation of 2-(4-bromo-2-fluorophenylamino)-1-methyl-6-Oxo-1,6-dihydropyridine-3-carboxylic acid methyl ester: To a solution of 4-bromo-2-fluorophenylamine (0.192 g, 1.01 mmol) in THF (5 mL) at −78° C. under N2 was added lithium bis(trimethylsilyl)amide (1.50 mL, 1.50 mmol, 1 M solution in hexanes) dropwise. The reaction mixture was stirred for one hour at −78° C. 2-Chloro-1-methyl-(6-oxo-1,6-dihydropyridine-3-carboxylic acid methyl ester (0.202 g, 1.00 mmol) was then added dropwise as a solu...